This data is from the Open Reaction Database (ORD), a public repository of structured organic reaction records. The task is: describe an organic reaction: reactants, conditions, products, and yield The reactants are IC1=CC=C(C#N)C=C1 (4-iodobenzonitrile), Cl (hydrochloric acid), B(F)(F)F.CCOCC (boron trifluoride diethyl etherate), C(C)[Mg]Br (ethylmagnesium bromide). The reagents and catalysts are CC([O-])C.[Ti+4].CC([O-])C.CC([O-])C.CC([O-])C (Titanium(IV) isopropoxide). Solvent: C(C)OCC (diethyl ether), C1CCOC1 (THF). Conditions: time 1 hour. The product is IC1=CC=C(C=C1)C1(CC1)N (1-(4-iodophenyl)cyclopropylamine). Isolated yield 23.0%. As a reaction SMILES: [I:1][C:2]1[CH:9]=[CH:8][C:5]([C:6]#[N:7])=[CH:4][CH:3]=1.[CH2:10]([Mg]Br)[CH3:11].B(F)(F)F.CCOCC.Cl>CC(C)[O-].[Ti+4].CC(C)[O-].CC(C)[O-].CC(C)[O-].C1COCC1.C(OCC)C>[I:1][C:2]1[CH:9]=[CH:8][C:5]([C:6]2([NH2:7])[CH2:11][CH2:10]2)=[CH:4][CH:3]=1 |f:2.3,5.6.7.8.9|. Reported procedure: Titanium(IV) isopropoxide (7.1 mL) was added to a diethyl ether (0.14 L) solution of 4-iodobenzonitrile (5.0 g) and, with the internal temperature being kept at −60° C. or lower, a THF solution (53 mL) of 0.90 mol/L ethylmagnesium bromide was added dropwise. After the mixture was stirred for 1 hour at room temperature, boron trifluoride diethyl etherate (5.4 mL) was added, and the mixture was stirred for 3 hours at room temperature. Upon addition of 1.0 mol/L hydrochloric acid (65 mL), the aqueo... Reactants: COC=1C=C(C(=O)O)C=C(C1OCC=C(C)C)OC (3,5-dimethoxy-4-prenyloxybenzoic acid), NCC1N(CCC1)CC (2-aminomethyl-1-ethylpyrrolidine). The product is C(C)N1C(CCC1)CNC(C1=CC(=C(C(=C1)OC)OCC=C(C)C)OC)=O (1-ethyl-2-(3,5-dimethoxy-4-prenyloxybenzoylaminomethyl)pyrrolidine). Yield: 530.5%. As a reaction SMILES: [CH3:1][O:2][C:3]1[CH:4]=[C:5]([CH:9]=[C:10]([O:18][CH3:19])[C:11]=1[O:12][CH2:13][CH:14]=[C:15]([CH3:17])[CH3:16])[C:6]([OH:8])=O.[NH2:20][CH2:21][CH:22]1[CH2:26][CH2:25][CH2:24][N:23]1[CH2:27][CH3:28]>>[CH2:27]([N:23]1[CH2:24][CH2:25][CH2:26][CH:22]1[CH2:21][NH:20][C:6](=[O:8])[C:5]1[CH:9]=[C:10]([O:18][CH3:19])[C:11]([O:12][CH2:13][CH:14]=[C:15]([CH3:17])[CH3:16])=[C:3]([O:2][CH3:1])[CH:4]=1)[CH3:28]. Procedure: In a manner identical to Example 15, 3,5-dimethoxy-4-prenyloxybenzoic acid (0.80 g) was subjected to a condensation reaction with 2-aminomethyl-1-ethylpyrrolidine (0.39 g), thereby yielding 1. 6 g (89%) of the aimed compound. Reactants: ClC=1C=C(C=C(C1)Cl)N(N)C(=O)N (2-(3,5-dichlorophenyl)semicarbazide), O.C1(=CC=CC=C1)C(=O)C=O (phenylglyoxal monohydrate). Run in O1CCOCC1 (dioxane). The product is ClC=1C=C(C=C(C1)Cl)N1N=CC(=NC1=O)C1=CC=CC=C1 (2-(3,5-Dichlorophenyl)-5-phenyl-2,3-dihydro-1,2,4-triazin-3-one). The yield is 42.2%. As a reaction SMILES: [Cl:1][C:2]1[CH:3]=[C:4]([N:9]([C:11]([NH2:13])=[O:12])[NH2:10])[CH:5]=[C:6]([Cl:8])[CH:7]=1.O.[C:15]1([C:21]([CH:23]=O)=O)[CH:20]=[CH:19][CH:18]=[CH:17][CH:16]=1>O1CCOCC1>[Cl:1][C:2]1[CH:3]=[C:4]([N:9]2[C:11](=[O:12])[N:13]=[C:21]([C:15]3[CH:20]=[CH:19][CH:18]=[CH:17][CH:16]=3)[CH:23]=[N:10]2)[CH:5]=[C:6]([Cl:8])[CH:7]=1 |f:1.2|. Procedure details: In 50 ml of dioxane was dissolved 2.20 g of 2-(3,5-dichlorophenyl)semicarbazide followed by addition of 1.52 g of phenylglyoxal monohydrate, and the mixture was refluxed for 5 hours. The reaction mixture was then concentrated and the residue was recrystallized from acetonitrile to provide 1.34 g of the title compound. m.p. 160-161° C. Reactants: FC1=C(C=CC(=C1)I)NC1=C(C(=O)O)C=CN=C1 (3-[(2-fluoro-4-iodophenyl)amino]isonicotinic acid), FC1=C(C=CC(=C1)I)NC1=C(C(=O)O)C=CN=C1 (3-[(2-fluoro-4-iodophenyl)amino]isonicotinic acid), N1(CCOCC1)N (morpholin-4-ylamine). Product: FC1=C(C=CC(=C1)I)NC1=C(C(=O)NN2CCOCC2)C=CN=C1 (3-[(2-fluoro-4-iodophenyl)amino]-N-morpholin-4-ylisonicotinamide). RXN SMILES: [F:1][C:2]1[CH:7]=[C:6]([I:8])[CH:5]=[CH:4][C:3]=1[NH:9][C:10]1[CH:18]=[N:17][CH:16]=[CH:15][C:11]=1[C:12]([OH:14])=O.[N:19]1([NH2:25])[CH2:24][CH2:23][O:22][CH2:21][CH2:20]1>>[F:1][C:2]1[CH:7]=[C:6]([I:8])[CH:5]=[CH:4][C:3]=1[NH:9][C:10]1[CH:18]=[N:17][CH:16]=[CH:15][C:11]=1[C:12]([NH:25][N:19]1[CH2:24][CH2:23][O:22][CH2:21][CH2:20]1)=[O:14]. Reported procedure: 3-[(2-fluoro-4-iodophenyl)amino]-N-morpholin-4-ylisonicotinamide was synthesized according to the procedure for General Method 1, outlined above, starting with 0.5 mmol of 3-[(2-fluoro-4-iodophenyl)amino]isonicotinic acid (intermediate 1) and 0.81 mmol of morpholin-4-ylamine LC/MS [8.25 min; 443 (M+1)] Starting materials: C(C(=O)Cl)(=O)Cl (Oxalyl chloride), CN(C=O)C (N,N-dimethylformamide), BrC=1C=C(C=NC1)C(=O)O (5-bromopyridine-3-carboxylic acid). Solvent: ClCCl (dichloromethane). Product: BrC=1C=C(C=NC1)C(=O)N (5-bromopyridine-3-carboxamide). Reaction SMILES: C(Cl)(=O)C(Cl)=O.C[N:8](C)[CH:9]=[O:10].[Br:12][C:13]1[CH:14]=[C:15](C(O)=O)[CH:16]=[N:17][CH:18]=1>ClCCl>[Br:12][C:13]1[CH:14]=[C:15]([C:9]([NH2:8])=[O:10])[CH:16]=[N:17][CH:18]=1. Reported procedure: Oxalyl chloride (1.33 ml) and N,N-dimethylformamide (catalytic amounts) were added dropwise under ice-cooling to a solution of 5-bromopyridine-3-carboxylic acid (2.02 g) in dichloromethane, and stirred for an hour. The solvent was evaporated in a evaporator, the residue was dissolved in tetrahydrofuran (10 ml), to which ammonia water (28%; 1 ml) was added dropwise under ice-cooling, and stirred at room temperature for 0.5 hours. After completion of the reaction, water was added to the reaction m...